Dataset: the Open Reaction Database (ORD), a public repository of structured organic reaction records. Task: describe an organic reaction: reactants, conditions, products, and yield Yields the product CC(C)(C)N1C(=O)C(NCC(c2ccccc2)c2ccccc2)=C(c2ccccc2)S1(=O)=O. The reactants are CC(C)(C)N1C(=O)C(Cl)=C(c2ccccc2)S1(=O)=O, NCC(c1ccccc1)c1ccccc1. Reaction SMILES: [C:1]([CH3:2])([CH3:3])([CH3:4])[N:5]1[S:6](=[O:18])(=[O:19])[C:7]([c:12]2[cH:13][cH:14][cH:15][cH:16][cH:17]2)=[C:8]([Cl:11])[C:9]1=[O:10].[c:20]1([CH:26]([CH2:27][NH2:28])[c:29]2[cH:30][cH:31][cH:32][cH:33][cH:34]2)[cH:21][cH:22][cH:23][cH:24][cH:25]1>>[C:1]([CH3:2])([CH3:3])([CH3:4])[N:5]1[S:6](=[O:18])(=[O:19])[C:7]([c:12]2[cH:13][cH:14][cH:15][cH:16][cH:17]2)=[C:8]([NH:28][CH2:27][CH:26]([c:20]2[cH:21][cH:22][cH:23][cH:24][cH:25]2)[c:29]2[cH:30][cH:31][cH:32][cH:33][cH:34]2)[C:9]1=[O:10]. Starting materials: CC1=C(N)C(=CC=C1)[N+](=O)[O-] (2-methyl-6-nitroaniline), BrC(C(=O)OCC)(C)C (ethyl 2-bromoisobutyrate), C(C)(C)N(CC)C(C)C (diisopropylethylamine), resultant solution. The product is C(C)OC(CNC1=C(C=CC=C1C)[N+](=O)[O-])=O (N-(6-Methyl-2-nitrophenyl)glycine ethyl ester). RXN SMILES: [CH3:1][C:2]1[CH:8]=[CH:7][CH:6]=[C:5]([N+:9]([O-:11])=[O:10])[C:3]=1[NH2:4].Br[C:13](C)(C)[C:14]([O:16][CH2:17][CH3:18])=[O:15].C(N(C(C)C)CC)(C)C>>[CH2:17]([O:16][C:14](=[O:15])[CH2:13][NH:4][C:3]1[C:2]([CH3:1])=[CH:8][CH:7]=[CH:6][C:5]=1[N+:9]([O-:11])=[O:10])[CH3:18]. Procedure: A mixture of 2-methyl-6-nitroaniline (XIV, 2.00 g), ethyl bromoacetate (III, 3.5 ml) and diisopropylethylamine (3.5 ml) is heated at reflux (140°) for 8 hr. The resultant solution is allowed to cool to 20°-25°. After dilution with aqueous sodium bicarbonate, extraction several times with ethyl acetate, drying with magnesium sulfate and concentration the residue is resubmitted to the above reaction conditions for an additional 16 hr. After workup, purification by flash chromatography eluting with...